The task is: describe an organic reaction: reactants, conditions, products, and yield. This data is from the Open Reaction Database (ORD), a public repository of structured organic reaction records. Starting materials: FC1=CC=C(C=C1)CC1=CN=C2C(=C(C(N(C2=C1)CCCN1C(CCC1)=O)=O)C(=O)OCC)O (ethyl 7-[(4-fluorophenyl)methyl]-4-hydroxy-2-oxo-1-[3-(2-oxo-1-pyrrolidinyl)propyl]-1,2-dihydro-1,5-naphthyridine-3-carboxylate), CN (methylamine). The product is FC1=CC=C(C=C1)CC1=CN=C2C(=C(C(N(C2=C1)CCCN1C(CCC1)=O)=O)C(=O)NC)O (7-[(4-Fluorophenyl)methyl]-4-hydroxy-N-methyl-2-oxo-1-[3-(2-oxo-1-pyrrolidinyl)propyl]-1,2-dihydro-1,5-naphthyridine-3-carboxamide). Reaction SMILES: [F:1][C:2]1[CH:7]=[CH:6][C:5]([CH2:8][C:9]2[CH:18]=[C:17]3[C:12]([C:13]([OH:34])=[C:14]([C:29]([O:31]CC)=O)[C:15](=[O:28])[N:16]3[CH2:19][CH2:20][CH2:21][N:22]3[CH2:26][CH2:25][CH2:24][C:23]3=[O:27])=[N:11][CH:10]=2)=[CH:4][CH:3]=1.[CH3:35][NH2:36]>>[F:1][C:2]1[CH:7]=[CH:6][C:5]([CH2:8][C:9]2[CH:18]=[C:17]3[C:12]([C:13]([OH:34])=[C:14]([C:29]([NH:36][CH3:35])=[O:31])[C:15](=[O:28])[N:16]3[CH2:19][CH2:20][CH2:21][N:22]3[CH2:26][CH2:25][CH2:24][C:23]3=[O:27])=[N:11][CH:10]=2)=[CH:4][CH:3]=1. Procedure details: This compound was prepared from ethyl 7-[(4-fluorophenyl)methyl]-4-hydroxy-2-oxo-1-[3-(2-oxo-1-pyrrolidinyl)propyl]-1,2-dihydro-1,5-naphthyridine-3-carboxylate and methylamine (8 M in ethanol) employing methods similar to those described in Example 202 and was obtained as a white solid. 1H NMR (400 MHz, CDCl3) δ 10.04 (m, 1 H), 8.55 (s, 1 H), 7.41 (s, 1 H), 7.17 (dd, J=8.5, 5.3 Hz, 2 H), 7.02 (t, J=8.6 Hz, 2 H), 4.16-4.11 (m, 4 H), 3.41-3.37 (m, 4 H), 3.01 (d, J=4.9 Hz, 3 H), 2.39 (t, J=8.0 Hz, ... The reactants are CCOC(C)=O, C1CCNCC1, C1CCCCC1, CC(=O)CC(C)=O, CC(=O)O, ClCCl, N#Cc1ccc(C=O)c(F)c1. Product: CC(=O)C(=Cc1ccc(C#N)cc1F)C(C)=O. Reaction SMILES: [C:32]([O:33][CH2:34][CH3:35])(=[O:36])[CH3:37].[CH2:23]1[CH2:24][CH2:25][NH:26][CH2:27][CH2:28]1.[CH2:38]1[CH2:39][CH2:40][CH2:41][CH2:42][CH2:43]1.[CH3:12][C:13]([CH2:14][C:15]([CH3:16])=[O:17])=[O:18].[CH3:19][C:20](=[O:21])[OH:22].[Cl:29][CH2:30][Cl:31].[F:1][c:2]1[cH:3][c:4]([C:5]#[N:6])[cH:7][cH:8][c:9]1[CH:10]=[O:11]>>[F:1][c:2]1[cH:3][c:4]([C:5]#[N:6])[cH:7][cH:8][c:9]1[CH:10]=[C:14]([C:13]([CH3:12])=[O:18])[C:15]([CH3:16])=[O:17]. The reactants are CCOC(=O)C.O (EtOAc H2O), BrC=1C=CC2=C(N=C(O2)C2CCNCC2)C1 (5-Bromo-2-(piperidin-4-yl)benzo[d]oxazole), ClC1=NC=C(C=N1)F (2-Chloro-5-fluoropyrimidine), C(C)(C)N(C(C)C)CC (N,N-diisopropylethyl amine). The solvent is C(C)(C)O (isopropanol). Run at temperature 90 celsius, time 90 minute. Product: BrC=1C=CC2=C(N=C(O2)C2CCN(CC2)C2=NC=C(C=N2)F)C1 (5-Bromo-2-[1-(5-fluoropyrimidin-2-yl)piperidin-4-yl]benzo[d]oxazole). Reaction SMILES: [Br:1][C:2]1[CH:3]=[CH:4][C:5]2[O:9][C:8]([CH:10]3[CH2:15][CH2:14][NH:13][CH2:12][CH2:11]3)=[N:7][C:6]=2[CH:16]=1.Cl[C:18]1[N:23]=[CH:22][C:21]([F:24])=[CH:20][N:19]=1.C(N(CC)C(C)C)(C)C.CCOC(C)=O.O>C(O)(C)C>[Br:1][C:2]1[CH:3]=[CH:4][C:5]2[O:9][C:8]([CH:10]3[CH2:11][CH2:12][N:13]([C:18]4[N:23]=[CH:22][C:21]([F:24])=[CH:20][N:19]=4)[CH2:14][CH2:15]3)=[N:7][C:6]=2[CH:16]=1 |f:3.4|. Procedure details: Intermediate 5 (1 g, 3.4 mmol) and 2-Chloro-5-fluoropyrimidine was dissolved in isopropanol (20 ml) and added N,N-diisopropylethyl amine (2.4 ml). This mixture was stirred at 90° C. for 90 mins. Isopropanol was removed on rotavapour to obtain a residue. Work up (EtOAc/H2O) followed by purification on combiflash using a gradient mixture of EtOAc and Petether (7:93) as eluent afforded the titled compound as a pink solid. The reactants are COC1=CC=C(O[C@@H]2C[C@H](C2)C(=O)OCC)C=C1 (ethyl trans-3-(4-methoxyphenoxy)cyclobutanecarboxylate), Cl (hydrochloric acid), [H-].[Al+3].[Li+].[H-].[H-].[H-] (lithium aluminum hydride), O (Water). The solvent is CCOCC (ether), CCOCC (ether). Conditions: time 1 hour. Yields the product COC1=CC=C(O[C@@H]2C[C@H](C2)CO)C=C1 ({trans-3-(4-methoxyphenoxy)-cyclobutyl }methanol). Yield: 121.0%. RXN SMILES: [H-].[Al+3].[Li+].[H-].[H-].[H-].[CH3:7][O:8][C:9]1[CH:24]=[CH:23][C:12]([O:13][C@H:14]2[CH2:17][C@H:16]([C:18](OCC)=[O:19])[CH2:15]2)=[CH:11][CH:10]=1.O.Cl>CCOCC>[CH3:7][O:8][C:9]1[CH:24]=[CH:23][C:12]([O:13][C@H:14]2[CH2:17][C@H:16]([CH2:18][OH:19])[CH2:15]2)=[CH:11][CH:10]=1 |f:0.1.2.3.4.5|. Procedure details: To a stirred suspension of lithium aluminum hydride (389 mg, 10.0 mmol) in ether (413 ml) was added a solution of ethyl trans-3-(4-methoxyphenoxy)cyclobutanecarboxylate (1.97 g, 7.9 mmol) in ether (10 ml) at 0° C. and the mixture stirred for 1 h at room temperature. Water (3 ml) was carefully added to the reaction mixture at 0° C. and the whole allowed to warm to room temperature. 1 N aqueous hydrochloric acid (50 ml) was added, the ether phase separated and the aqueous phase extracted with ethy... Starting materials: ClC1=CC(=C(C=C1OC(C)C)N1N=C(N(C1=O)CCCF)C)F (1-[4-chloro-2-fluoro-5-(1-methylethoxy)phenyl]-4-(3-fluoropropyl)-4,5-dihydro-3-methyl-1,2,4-triazol-5(1H)-one), ice water. RXN SMILES: [Cl:1][C:2]1[C:7]([O:8]C(C)C)=[CH:6][C:5]([N:12]2[C:16](=[O:17])[N:15]([CH2:18][CH2:19][CH2:20][F:21])[C:14]([CH3:22])=[N:13]2)=[C:4]([F:23])[CH:3]=1>S(=O)(=O)(O)O>[Cl:1][C:2]1[C:7]([OH:8])=[CH:6][C:5]([N:12]2[C:16](=[O:17])[N:15]([CH2:18][CH2:19][CH2:20][F:21])[C:14]([CH3:22])=[N:13]2)=[C:4]([F:23])[CH:3]=1. Run in S(O)(O)(=O)=O (sulfuric acid). The yield is 82.3%. Procedure: A solution of 0.70 g (0.002 mole) of 1-[4-chloro-2-fluoro-5-(1-methylethoxy)phenyl]-4-(3-fluoropropyl)-4,5-dihydro-3-methyl-1,2,4-triazol-5(1H)-one (prepared in Example 1) in 10 mL of concentrated sulfuric acid was stirred for 30 minutes at ambient temperature. The reaction mixture was poured into ice-water and the mixture was extracted with diethyl ether. The organic layer was dried with magnesium sulfate and filtered. The filtrate was concentrated under reduced pressure to give 0.5 g of 1-(4-c... Yields the product ClC1=CC(=C(C=C1O)N1N=C(N(C1=O)CCCF)C)F (1-(4-chloro-2-fluoro-5-hydroxyphenyl)-4-(3-fluoropropyl)-4,5-dihydro-3-methyl-1,2,4-triazol-5(1H)-one). Reactants: O=C1C=C(Br)C(=O)O1, CC(C)CCCCCCCO, Cc1ccccc1. The product is O=C(O)C=C(Br)C(=O)O. Reaction SMILES: [Br:1][C:2]1=[CH:7][C:6](=[O:8])[O:5][C:3]1=[O:4].[CH2:9]([CH2:10][CH2:11][CH2:12][CH2:13][CH2:14][CH2:15][CH:16]([CH3:17])[CH3:18])[OH:19].[CH3:20][c:21]1[cH:22][cH:23][cH:24][cH:25][cH:26]1>>[Br:1][C:2]([C:3](=[O:4])[OH:19])=[CH:7][C:6]([OH:5])=[O:8]. Starting materials: aqueous solution, ClC=1C=C2[N+](=CC(=NC2=CC1)O)[O-] (6-chloro-2-quinoxalinol-4-oxide), [OH-].[Na+] (sodium hydroxide), O.NN (hydrazine hydrate). The reagents and catalysts are [Ni] (Raney nickel), [Ni] (nickel). Reaction conditions: time 5 hour. Product: ClC=1C=C2N=CC(=NC2=CC1)O (6-chloro-2-quinoxalinol). Isolated yield 89.5%. Reaction SMILES: O.NN.[Cl:4][C:5]1[CH:6]=[C:7]2[C:12](=[CH:13][CH:14]=1)[N:11]=[C:10]([OH:15])[CH:9]=[N+:8]2[O-].[OH-].[Na+]>[Ni]>[Cl:4][C:5]1[CH:6]=[C:7]2[C:12](=[CH:13][CH:14]=1)[N:11]=[C:10]([OH:15])[CH:9]=[N:8]2 |f:0.1,3.4|. Procedure details: An aqueous Raney nickel paste (containing 0.5 g of metallic nickel) and 5.0 g of a 80% aqueous hydrazine hydrate solution were added dropwise to 200 g of an aqueous solution containing 19.7 g of 6-chloro-2-quinoxalinol-4-oxide and 8 g of sodium hydroxide at 40° to 50° C., and the resulting mixture was stirred at 40° to 70° C. for 5 hr, whereby the reducing reaction was terminated. The catalyst was then recovered by filtration, and 35% hydrochloric acid was added dropwise to the filtrate at 50° t... Reactants: O[C@@H](CN1C2COCC1CNC2)C2=C(C1=C(C(OC1)=O)C=C2)C (5-[(1R)-1-Hydroxy-2-(3-oxa-7,9-diazabicyclo[3.3.1]non-9-yl)ethyl]-4-methyl-2-benzofuran-1-(3H)-one), O[C@@H](CN1C2COCC1CNC2)C2=C(C1=C(C(OC1)=O)C=C2)C (5-[(1R)-1-Hydroxy-2-(3-oxa-7,9-diazabicyclo[3.3.1]non-9-yl)ethyl]-4-methyl-2-benzofuran-1-(3H)-one), C[C@@H]1OC(C2=CC=C(C=C2C1)C1OC1)=O ((3S)-3-methyl-6-(oxiran-2-yl)-3,4-dihydro-1H-isochromen-1-one), C[C@@H]1OC(C2=CC=C(C=C2C1)C1OC1)=O ((3S)-3-methyl-6-(oxiran-2-yl)-3,4-dihydro-1H-isochromen-1-one). Product: OC(CN1CC2COCC(C1)N2C[C@@H](C=2C(=C1COC(C1=CC2)=O)C)O)C=2C=C1C[C@@H](OC(C1=CC2)=O)C ((3S)-6-(1-Hydroxy-2-(9-((R)-2-hydroxy-2-(4-methyl-1-oxo-1,3-dihydroisobenzofuran-5-yl)ethyl)-3-oxa-7,9-diazabicyclo[3.3.1]nonan-7-yl)ethyl)-3-methylisochroman-1-one). As a reaction SMILES: [OH:1][C@H:2]([C:13]1[CH:22]=[CH:21][C:16]2[C:17](=[O:20])[O:18][CH2:19][C:15]=2[C:14]=1[CH3:23])[CH2:3][N:4]1[CH:9]2[CH2:10][NH:11][CH2:12][CH:5]1[CH2:6][O:7][CH2:8]2.[CH3:24][C@H:25]1[CH2:34][C:33]2[C:28](=[CH:29][CH:30]=[C:31]([CH:35]3[CH2:37][O:36]3)[CH:32]=2)[C:27](=[O:38])[O:26]1>>[OH:36][CH:35]([C:31]1[CH:32]=[C:33]2[C:28](=[CH:29][CH:30]=1)[C:27](=[O:38])[O:26][C@@H:25]([CH3:24])[CH2:34]2)[CH2:37][N:11]1[CH2:12][CH:5]2[N:4]([CH2:3][C@H:2]([OH:1])[C:13]3[C:14]([CH3:23])=[C:15]4[C:16](=[CH:21][CH:22]=3)[C:17](=[O:20])[O:18][CH2:19]4)[CH:9]([CH2:8][O:7][CH2:6]2)[CH2:10]1. Procedure details: (3S)-6-(1-Hydroxy-2-(9-((R)-2-hydroxy-2-(4-methyl-1-oxo-1,3-dihydroisobenzofuran-5-yl)ethyl)-3-oxa-7,9-diazabicyclo[3.3.1]nonan-7-yl)ethyl)-3-methylisochroman-1-one was prepared initially as a mixture of two diastereomers from 5-[(1R)-1-hydroxy-2-(3-oxa-7,9-diazabicyclo[3.3.1]non-9-yl)ethyl]-4-methyl-2-benzofuran-1(3H)-one [INTERMEDIATE 17] and (3S)-3-methyl-6-(oxiran-2-yl)-3,4-dihydro-1H-isochromen-1-one [INTERMEDIATE 24] in an analogous fashion to that described for the synthesis of EXAMPLE 1.... Starting materials: C(C)OC(=O)C1=CC=CC2=C1C(N(CC=1N2C=NC1C1=NOC(=N1)C)C)=O (7-Ethoxycarbonyl-5,6-dihydro-5-methyl-3-(5-methyl-1,2,4-oxadiazol-3-yl)-6-oxo-4H-imidazo(1,5-a)(1,4)benzodiazepine), C(CO)O (ethylene glycol). The product is OCCOC(=O)C1=CC=CC2=C1C(N(CC=1N2C=NC1C1=NOC(=N1)C)C)=O (5,6-Dihydro-7-(2-hydroxyethoxycarbonyl)-5-methyl-3-(5-methyl-1,2,4-oxadiazol-3-yl)-6-oxo-4H-imidazo(1,5-a)(1,4)benzodiazepine). Reported procedure: 7-Ethoxycarbonyl-5,6-dihydro-5-methyl-3-(5-methyl-1,2,4-oxadiazol-3-yl)-6-oxo-4H-imidazo(1,5-a)(1,4)benzodiazepine (500 mg) was dissolved in ethylene glycol (20 ml) and 3 drops of concentrated sulphuric acid were added. The solution was then stirred at 130° C. for 24 hours, cooled and partitioned between water (150 ml) and CHCl3 (150 ml). The organic phase was separated, dried over Na2SO4, and evaporated to give the title compound as white crystals. Reagents/catalysts: S(O)(O)(=O)=O (sulphuric acid). Reaction SMILES: [CH2:1]([O:3][C:4]([C:6]1[C:11]2[C:12](=[O:27])[N:13]([CH3:26])[CH2:14][C:15]3[N:16]([CH:17]=[N:18][C:19]=3[C:20]3[N:24]=[C:23]([CH3:25])[O:22][N:21]=3)[C:10]=2[CH:9]=[CH:8][CH:7]=1)=[O:5])[CH3:2].C(O)C[OH:30]>S(=O)(=O)(O)O>[OH:30][CH2:2][CH2:1][O:3][C:4]([C:6]1[C:11]2[C:12](=[O:27])[N:13]([CH3:26])[CH2:14][C:15]3[N:16]([CH:17]=[N:18][C:19]=3[C:20]3[N:24]=[C:23]([CH3:25])[O:22][N:21]=3)[C:10]=2[CH:9]=[CH:8][CH:7]=1)=[O:5]. Run at temperature 130 celsius, time 24 hour.